Dataset: the Open Reaction Database (ORD), a public repository of structured organic reaction records. Task: describe an organic reaction: reactants, conditions, products, and yield Starting materials: S(=O)(Cl)Cl (Thionyl chloride), CN1N=NC(=C1CO)COC1=NN2C(C3=CC=CC=C13)=NN=C2C2=NOC(=C2)C ([1-methyl-4-({[3-(5-methylisoxazol-3-yl)[1,2,4]triazolo[3,4-α]phthalazine-6-yl]oxy}methyl)-1H-[1,2,3]triazol-5-yl]methanol), ClCC=1N=NNC1 (chloromethyltriazole), N1CCCCC1 (piperidine). Run in C(Cl)Cl (CH2Cl2), C(Cl)Cl (CH2Cl2). Run at time 1 hour. Product: CC1=CC(=NO1)C1=NN=C2N1N=C(C1=CC=CC=C21)OCC=2N=NN(C2CN2CCCCC2)C (3-(5-Methylisoxazol-3-yl)-6-(1-methyl-5-(piperidin-1-yl)methyl-1H-[1,2,3]triazol-4-ylmethoxy)-[1,2,4]triazolo[3,4-α]phthalazine). The yield is 16.0%. RXN SMILES: S(Cl)(Cl)=O.[CH3:5][N:6]1[C:10]([CH2:11]O)=[C:9]([CH2:13][O:14][C:15]2[C:24]3[C:19](=[CH:20][CH:21]=[CH:22][CH:23]=3)[C:18]3=[N:25][N:26]=[C:27]([C:28]4[CH:32]=[C:31]([CH3:33])[O:30][N:29]=4)[N:17]3[N:16]=2)[N:8]=[N:7]1.ClCC1N=NNC=1.[NH:41]1[CH2:46][CH2:45][CH2:44][CH2:43][CH2:42]1>C(Cl)Cl>[CH3:33][C:31]1[O:30][N:29]=[C:28]([C:27]2[N:17]3[N:16]=[C:15]([O:14][CH2:13][C:9]4[N:8]=[N:7][N:6]([CH3:5])[C:10]=4[CH2:11][N:41]4[CH2:46][CH2:45][CH2:44][CH2:43][CH2:42]4)[C:24]4[C:19]([C:18]3=[N:25][N:26]=2)=[CH:20][CH:21]=[CH:22][CH:23]=4)[CH:32]=1. Procedure details: Thionyl chloride (625 μl, 8.6 mmol) was added to a stirred suspension of [1-methyl-4-({[3-(5-methylisoxazol-3-yl)[1,2,4]triazolo[3,4-α]phthalazine-6-yl]oxy}methyl)-1H-[1,2,3]triazol-5-yl]methanol (672 mg, 1.71 mmol) in CH2Cl2 (50 ml) and the mixture was stirred at room temperature for 1 h under N2, during which period the solid dissolved and then precipitated. The reaction mixture was concentrated under reduced pressure and then azeotroped with toluene (2×50 ml) and used without further purifica... The reactants are C1(CCCCCN1)=O (caprolactam), [S-]C#N.[NH4+] (NH4SCN). Run at temperature 50 celsius, time 4 hour. The product is C1(CCCCCN1)=O.[S-]C#N.[NH4+] (caprolactam NH4SCN). The yield is 219.2%. As a reaction SMILES: [C:1]1(=[O:8])[NH:7][CH2:6][CH2:5][CH2:4][CH2:3][CH2:2]1.[S-:9][C:10]#[N:11].[NH4+:12]>>[C:1]1(=[O:8])[NH:7][CH2:6][CH2:5][CH2:4][CH2:3][CH2:2]1.[S-:9][C:10]#[N:11].[NH4+:12] |f:1.2,3.4.5|. Reported procedure: To a round-bottom flask, 8.92 g of purified caprolactam and 2 g of NH4SCN (ammonium thiocyanate) were introduced. The mixture was agitated gradually under nitrogen atmosphere at 50° C. for 4 hours and cooled to room temperature to obtain 10.9 g of caprolactam-NH4SCN eutectic mixture. Starting materials: ON=C(C(=O)OCC)C(=O)C1=CC=C(C=C1)C(F)(F)F (Ethyl 2-hydroxyimino-3-(4-trifluoromethylphenyl)-3-oxopropionate), NCC1=CC=CC2=CC=CC=C12 (1-aminomethylnaphthalene). The product is C1(=CC=CC2=CC=CC=C12)C=1NC(=C(N1)C(=O)OCC)C1=CC=C(C=C1)C(F)(F)F (ethyl 2-(1-naphthyl)-5-(4-trifluoromethyl-phenyl)imidazole-4-carboxylate). Yield: 30.1%. RXN SMILES: O[N:2]=[C:3]([C:9]([C:11]1[CH:16]=[CH:15][C:14]([C:17]([F:20])([F:19])[F:18])=[CH:13][CH:12]=1)=O)[C:4]([O:6][CH2:7][CH3:8])=[O:5].[NH2:21][CH2:22][C:23]1[C:32]2[C:27](=[CH:28][CH:29]=[CH:30][CH:31]=2)[CH:26]=[CH:25][CH:24]=1>>[C:23]1([C:22]2[NH:21][C:9]([C:11]3[CH:16]=[CH:15][C:14]([C:17]([F:20])([F:19])[F:18])=[CH:13][CH:12]=3)=[C:3]([C:4]([O:6][CH2:7][CH3:8])=[O:5])[N:2]=2)[C:32]2[C:27](=[CH:28][CH:29]=[CH:30][CH:31]=2)[CH:26]=[CH:25][CH:24]=1. Procedure: Ethyl 2-hydroxyimino-3-(4-trifluoromethylphenyl)-3-oxopropionate (15.0 g) and 1-aminomethylnaphthalene (9.6 g) were reacted and treated in the same manner as in Starting Material Synthetic Example 1 to give ethyl 2-(1-naphthyl)-5-(4-trifluoromethyl-phenyl)imidazole-4-carboxylate (6.4 g). 5.0 g therefrom was dissolved in ethyl alcohol (100 ml) and 1 M sodium hydroxide solution (30 ml) was added. The mixture was reacted and treated in the same manner as in Starting Material Synthetic Example 2 to ... The product is FC=1C=CC(=C(C1)C(CC(C(C)C)=O)(C)C)OC (5-(5-fluoro-2-methoxyphenyl)-2,5-dimethylhexan-3-one). Procedure: To a solution of 3-(5-fluoro-2-methoxyphenyl)-3-methyl-1-morpholin-4-ylbutan-1-one (0.45 g) in THF (2 mL) stirred under argon and cooled on dry ice/acetone was added isopropyl lithium (0.7M in pentane, 3 mL) over 10 minutes. The mixture was stirred for 20 minutes and quenched with EtOH (0.3 mL). The mixture was warmed to room temperature and 1 mL water was added. The organic phase was separated, washed, dried, filtered, and evaporated. The residue was fractionated over a short column of silica g... The solvent is C1CCOC1 (THF). Reaction conditions: time 20 minute. Starting materials: FC=1C=CC(=C(C1)C(CC(=O)N1CCOCC1)(C)C)OC (3-(5-fluoro-2-methoxyphenyl)-3-methyl-1-morpholin-4-ylbutan-1-one), C(C)(C)[Li] (isopropyl lithium). Reaction SMILES: [F:1][C:2]1[CH:3]=[CH:4][C:5]([O:20][CH3:21])=[C:6]([C:8]([CH3:19])([CH3:18])[CH2:9][C:10](N2CCOCC2)=[O:11])[CH:7]=1.[CH:22]([Li])([CH3:24])[CH3:23]>C1COCC1>[F:1][C:2]1[CH:3]=[CH:4][C:5]([O:20][CH3:21])=[C:6]([C:8]([CH3:18])([CH3:19])[CH2:9][C:10](=[O:11])[CH:22]([CH3:24])[CH3:23])[CH:7]=1. The reactants are COC(CCNC(C)(C)C1=NC2=CC=C(C=C2C=C1)OC1CCC(CC1)C(C)(C)C)=O (3-{1-[6-(4-tert-Butyl-cyclohexyloxy)-quinolin-2-yl]-1-methyl-ethylamino}-propionic acid methyl ester), [OH-].[Li+] (Lithium hydroxide), O1CCCC1 (Tetrahydrofuran), O (Water). Product: C(C)(C)(C)[C@@H]1CC[C@H](CC1)OC=1C=C2C=CC(=NC2=CC1)C(C)(C)NCCC(=O)O (3-(2-(6-((trans)-4-tert-butylcyclohexyloxy)quinolin-2-yl)propan-2-ylamino)propanoic acid). RXN SMILES: C[O:2][C:3](=[O:31])[CH2:4][CH2:5][NH:6][C:7]([C:10]1[CH:19]=[CH:18][C:17]2[C:12](=[CH:13][CH:14]=[C:15]([O:20][CH:21]3[CH2:26][CH2:25][CH:24]([C:27]([CH3:30])([CH3:29])[CH3:28])[CH2:23][CH2:22]3)[CH:16]=2)[N:11]=1)([CH3:9])[CH3:8].[OH-].[Li+].O1CCCC1.O>>[C:27]([C@H:24]1[CH2:23][CH2:22][C@H:21]([O:20][C:15]2[CH:16]=[C:17]3[C:12](=[CH:13][CH:14]=2)[N:11]=[C:10]([C:7]([NH:6][CH2:5][CH2:4][C:3]([OH:31])=[O:2])([CH3:9])[CH3:8])[CH:19]=[CH:18]3)[CH2:26][CH2:25]1)([CH3:28])([CH3:29])[CH3:30] |f:1.2|. Procedure details: A solution of 3-{1-[6-(4-tert-Butyl-cyclohexyloxy)-quinolin-2-yl]-1-methyl-ethylamino}-propionic acid methyl ester (36.0 mg, 0.0844 mmol) and Lithium hydroxide (20.2 mg, 0.844 mmol) in Tetrahydrofuran (1 mL, 20 mmol) and Water (0.3 mL, 20 mmol) was stirred at r.t. overnight. LCMS showed a single desired product peak RT 1.57 min M+1 at m/z 413.30, 100%. The solvent was concentrated and neutralized with citric acid and concentrated and Purified on HPLC to give product (20 mg, 57%). 1H NMR (400 MHz... RXN SMILES: [C:12]([CH3:13])([CH3:14])([CH3:15])[c:16]1[cH:17][c:18]2[c:22]([cH:23][cH:24]1)[CH2:21][CH:20]([CH2:25][OH:26])[CH2:19]2.[Cl:27][CH2:28][Cl:29].[O:1]=[Cr:2]([Cl:3])([O-:4])=[O:5].[nH+:6]1[cH:7][cH:8][cH:9][cH:10][cH:11]1>>[C:12]([CH3:13])([CH3:14])([CH3:15])[c:16]1[cH:17][c:18]2[c:22]([cH:23][cH:24]1)[CH2:21][CH:20]([CH:25]=[O:26])[CH2:19]2. Reactants: CC(C)(C)c1ccc2c(c1)CC(CO)C2, ClCCl, O=[Cr](=O)([O-])Cl, c1cc[nH+]cc1. Product: CC(C)(C)c1ccc2c(c1)CC(C=O)C2.